From a dataset of the Open Reaction Database (ORD), a public repository of structured organic reaction records. describe an organic reaction: reactants, conditions, products, and yield The reactants are CC(C)C[Al+]CC(C)C, Cc1ccccc1, Cl, [H-], C1CCOC1, CCOC(=O)c1cc(-c2ccccc2)n(S(=O)(=O)c2cccs2)c1. The product is O=S(=O)(c1cccs1)n1cc(CO)cc1-c1ccccc1. As a reaction SMILES: [CH2:26]([Al+:27][CH2:28][CH:29]([CH3:30])[CH3:31])[CH:32]([CH3:33])[CH3:34].[CH3:41][c:42]1[cH:43][cH:44][cH:45][cH:46][cH:47]1.[ClH:35].[H-:25].[O:36]1[CH2:37][CH2:38][CH2:39][CH2:40]1.[c:1]1(-[c:7]2[cH:8][c:9]([C:20](=[O:21])[O:22][CH2:23][CH3:24])[cH:10][n:11]2[S:12](=[O:13])(=[O:14])[c:15]2[s:16][cH:17][cH:18][cH:19]2)[cH:2][cH:3][cH:4][cH:5][cH:6]1>>[c:1]1(-[c:7]2[cH:8][c:9]([CH2:20][OH:21])[cH:10][n:11]2[S:12](=[O:13])(=[O:14])[c:15]2[s:16][cH:17][cH:18][cH:19]2)[cH:2][cH:3][cH:4][cH:5][cH:6]1. Reactants: CC1(COCOC1)C(CN1N=CN=C1)=O (1-(5-methyl-1,3-dioxan-5-yl)-2-(1,2,4-triazol-1-yl)-ethan-1-one), ClC1=C(C=O)C=CC(=C1)Cl (2,4-dichlorobenzaldehyde), N1CCCCC1 (piperidine), C(C)(=O)O (acetic acid). Run in C1(=CC=CC=C1)C (toluene), O (water). Run at temperature 0 celsius, time 10 hour. The product is CC1(COCOC1)C(C(=CC1=C(C=C(C=C1)Cl)Cl)N1N=CN=C1)=O (1-(5-methyl-1,3-dioxan-5-yl)-2-(1,2,4-triazol-1-yl)-3-(2,4-dichlorophenyl)-propen-1-one). The yield is 83.3%. As a reaction SMILES: [CH3:1][C:2]1([C:8](=[O:15])[CH2:9][N:10]2[CH:14]=[N:13][CH:12]=[N:11]2)[CH2:7][O:6][CH2:5][O:4][CH2:3]1.[Cl:16][C:17]1[CH:24]=[C:23]([Cl:25])[CH:22]=[CH:21][C:18]=1[CH:19]=O.N1CCCCC1.C(O)(=O)C>O.C1(C)C=CC=CC=1>[CH3:1][C:2]1([C:8](=[O:15])[C:9]([N:10]2[CH:14]=[N:13][CH:12]=[N:11]2)=[CH:19][C:18]2[CH:21]=[CH:22][C:23]([Cl:25])=[CH:24][C:17]=2[Cl:16])[CH2:7][O:6][CH2:5][O:4][CH2:3]1. Reported procedure: A mixture of 12.7 g (0.06 mole) of 1-(5-methyl-1,3-dioxan-5-yl)-2-(1,2,4-triazol-1-yl)-ethan-1-one, 10.8 g (0.06 mole) of 2,4-dichlorobenzaldehyde, 1 g of piperidine, 0.5 g of acetic acid and 150 ml of toluene is stirred for 10 hours under reflux, with elimination of water. The mixture is then cooled, washed with three times 80 ml of water, dried over sodium sulfate and concentrated under reduced pressure. The residue is dissolved in 250 ml of acetonitrile and the solution is decolorized with 1 ... The reactants are BrC=1C=C2C(=NC1CO)N=C(N2)CCCC (6-bromo-2-butyl-5-hydroxymethyl-1H-imidazo[4,5-b]pyridine), BrCC(=O)C1=CC=CC=C1 (2-bromoacetophenone), C(=O)([O-])[O-].[K+].[K+] (K2CO3). Run in CN(C=O)C (dimethyl formamide), C(C)(=O)OCC (ethyl acetate). Run at time 3 hour. The product is BrC=1C=C2C(=NC1CO)N(C(=N2)CCCC)CC(C2=CC=CC=C2)=O (6-bromo-2-butyl-5-hydroxymethyl-3-(2-oxo-2-phenylethyl)-3H-imidazo(4,5-b]pyridine). The yield is 49.2%. Reaction SMILES: [Br:1][C:2]1[CH:3]=[C:4]2[NH:12][C:11]([CH2:13][CH2:14][CH2:15][CH3:16])=[N:10][C:5]2=[N:6][C:7]=1[CH2:8][OH:9].Br[CH2:18][C:19]([C:21]1[CH:26]=[CH:25][CH:24]=[CH:23][CH:22]=1)=[O:20].C([O-])([O-])=O.[K+].[K+]>CN(C)C=O.C(OCC)(=O)C>[Br:1][C:2]1[CH:3]=[C:4]2[N:12]=[C:11]([CH2:13][CH2:14][CH2:15][CH3:16])[N:10]([CH2:18][C:19](=[O:20])[C:21]3[CH:26]=[CH:25][CH:24]=[CH:23][CH:22]=3)[C:5]2=[N:6][C:7]=1[CH2:8][OH:9] |f:2.3.4|. Reported procedure: 10 g(0.0352 mole) of the compound obtained in step 6, 7.59 g(0.0387 mole) of 2-bromoacetophenone and 9.8 g(0.0704 mole) of K2CO3 were dissolved in 50 ml of dimethyl formamide. The reaction solution was stirred for 3 hours at room temperature, diluted with 200 ml of ethyl acetate and washed with water(100 ml×3). The organic layer was dried over Na2SO4 and purified with column chromatography(silica gel, methylene chloride:ethyl acetate =1:1) to obtain 6.96 g of the title compound(yield 64%). Reactants: [N+](=O)([O-])C=1C=C(C=CC1)S(=O)(=O)NC1=CC=2C(=NSN2)C=C1 (3-nitro-N-(2,1,3-benzothiadiazol-5-yl)-1-benzenesulfonamide). The reagents and catalysts are [Ni] (Raney Nickel). Run in CO (methanol). Yields the product NC=1C=C(C=CC1)S(=O)(=O)NC1=CC=2C(=NSN2)C=C1 (3-amino-N-(2,1,3-benzothiadiazol-5-yl)-1-benzenesulfonamide). Reaction SMILES: [N+:1]([C:4]1[CH:5]=[C:6]([S:10]([NH:13][C:14]2[CH:22]=[CH:21][C:17]3=[N:18][S:19][N:20]=[C:16]3[CH:15]=2)(=[O:12])=[O:11])[CH:7]=[CH:8][CH:9]=1)([O-])=O>CO.[Ni]>[NH2:1][C:4]1[CH:5]=[C:6]([S:10]([NH:13][C:14]2[CH:22]=[CH:21][C:17]3=[N:18][S:19][N:20]=[C:16]3[CH:15]=2)(=[O:12])=[O:11])[CH:7]=[CH:8][CH:9]=1. Procedure: A solution of 1 g of 3-nitro-N-(2,1,3-benzothiadiazol-5-yl)-1-benzenesulfonamide in 25 ml of methanol is hydrogenated to completion on 1 g of Raney Nickel at normal pressure and 20°. The solution is filtered, evaporated and 3-amino-N-(2,1,3-benzothiadiazol-5-yl)-1-benzenesulfonamide is obtained. The reactants are NC(=O)CCC(=O)NBr, O=C(OOC(=O)c1ccccc1)c1ccccc1, ClC(Cl)(Cl)Cl, Cc1nsc2ncccc12. The product is BrCc1nsc2ncccc12. RXN SMILES: [Br:1][NH:2][C:3](=[O:4])[CH2:5][CH2:6][C:7]([NH2:8])=[O:9].[C:20]([O:21][O:22][C:23](=[O:24])[c:25]1[cH:26][cH:27][cH:28][cH:29][cH:30]1)(=[O:31])[c:32]1[cH:33][cH:34][cH:35][cH:36][cH:37]1.[C:38]([Cl:39])([Cl:40])([Cl:41])[Cl:42].[CH3:10][c:11]1[n:12][s:13][c:14]2[n:15][cH:16][cH:17][cH:18][c:19]12>>[Br:1][CH2:10][c:11]1[n:12][s:13][c:14]2[n:15][cH:16][cH:17][cH:18][c:19]12. The reactants are [OH-].[NH4+] (ammonium hydroxide), C1(CC1)CN1C(=NC2=C1C=CC(=C2)C(F)(F)F)COCC2(CCN(CC2)C(=O)OC(C)(C)C)C2=CC=CC=C2 (tert-Butyl 4-(((1-(cyclopropylmethyl)-5-(trifluoromethyl)-1H-benzo[d]imidazol-2-yl)methoxy)methyl)-4-phenylpiperidine-1-carboxylate). Run in C(C)(=O)OCC (ethyl acetate). The product is C(#N)C1=CC=C(C=C1)C=1C=CC2=C(N(C(=N2)COCC2(CCN(CC2)C(=O)OC(C)(C)C)C2=CC=CC=C2)CC2CC2)C1 (tert-Butyl 4-(((6-(4-cyanophenyl)-1-(cyclopropylmethyl)-1H-benzo[d]imidazol-2-yl)methoxy)methyl)-4-phenylpiperidine-1-carboxylate). RXN SMILES: [OH-].[NH4+:2].[CH:3]1([CH2:6][N:7]2[C:11]3[CH:12]=[CH:13][C:14](C(F)(F)F)=[CH:15][C:10]=3[N:9]=[C:8]2[CH2:20][O:21][CH2:22][C:23]2([C:36]3[CH:41]=[CH:40][CH:39]=[CH:38][CH:37]=3)[CH2:28][CH2:27][N:26]([C:29]([O:31][C:32]([CH3:35])([CH3:34])[CH3:33])=[O:30])[CH2:25][CH2:24]2)[CH2:5][CH2:4]1>C(OCC)(=O)C>[C:23]([C:36]1[CH:41]=[CH:40][C:39]([C:13]2[CH:14]=[CH:15][C:10]3[N:9]=[C:8]([CH2:20][O:21][CH2:22][C:23]4([C:36]5[CH:41]=[CH:40][CH:39]=[CH:38][CH:37]=5)[CH2:28][CH2:27][N:26]([C:29]([O:31][C:32]([CH3:35])([CH3:33])[CH3:34])=[O:30])[CH2:25][CH2:24]4)[N:7]([CH2:6][CH:3]4[CH2:4][CH2:5]4)[C:11]=3[CH:12]=2)=[CH:38][CH:37]=1)#[N:2] |f:0.1|. Procedure: tert-Butyl 4-(((1-(cyclopropylmethyl)-5-(trifluoromethyl)-1H-benzo[d]imidazol-2-yl)methoxy)methyl)-4-phenylpiperidine-1-carboxylate and tert-Butyl 4-(((1-(cyclopropylmethyl)-6-(trifluoromethyl)-1H-benzo[d]imidazol-2-yl)methoxy)methyl)-4-phenylpiperidine-1-carboxylate. 5-(Trifluoromethyl)-1H-benzo[d]imidazol-2-yl)methanol (665 mg, 1.77 mmol as TFA salt) was alkylated cyclopropylmethyl bromide following the procedure described for the synthesis of 5-Bromo-1-(cyclopropylmethyl)-1H-benzo[d]imidazol-... Reactants: CCN(CC)S(F)(F)F, ClCCl, [Na+], O=C([O-])O, CCS(=O)(=O)N(Cc1cccnc1)c1cccc(C(O)c2ccccc2)c1. Product: CCS(=O)(=O)N(Cc1cccnc1)c1cccc(C(F)c2ccccc2)c1. As a reaction SMILES: [CH2:28]([N:29]([S:30]([F:31])([F:32])[F:34])[CH2:33][CH3:35])[CH3:36].[Cl:42][CH2:43][Cl:44].[Na+:41].[O-:37][C:38]([OH:39])=[O:40].[OH:1][CH:2]([c:3]1[cH:4][cH:5][cH:6][cH:7][cH:8]1)[c:9]1[cH:10][c:11]([N:15]([S:16](=[O:17])(=[O:18])[CH2:19][CH3:20])[CH2:21][c:22]2[cH:23][n:24][cH:25][cH:26][cH:27]2)[cH:12][cH:13][cH:14]1>>[CH:2]([c:3]1[cH:4][cH:5][cH:6][cH:7][cH:8]1)([c:9]1[cH:10][c:11]([N:15]([S:16](=[O:17])(=[O:18])[CH2:19][CH3:20])[CH2:21][c:22]2[cH:23][n:24][cH:25][cH:26][cH:27]2)[cH:12][cH:13][cH:14]1)[F:34]. Starting materials: O=Cc1cc(Br)ccc1O, Fc1ccc(CCl)cc1, [K+], [K+], O=C([O-])[O-], CN(C)C=O. Yields the product O=Cc1cc(Br)ccc1OCc1ccc(F)cc1. As a reaction SMILES: [Br:1][c:2]1[cH:3][cH:4][c:5]([OH:10])[c:6]([CH:7]=[O:8])[cH:9]1.[Cl:17][CH2:18][c:19]1[cH:20][cH:21][c:22]([F:25])[cH:23][cH:24]1.[K+:11].[K+:12].[O-:13][C:14]([O-:15])=[O:16].[O:26]=[CH:27][N:28]([CH3:29])[CH3:30]>>[Br:1][c:2]1[cH:3][cH:4][c:5]([O:10][CH2:18][c:19]2[cH:20][cH:21][c:22]([F:25])[cH:23][cH:24]2)[c:6]([CH:7]=[O:8])[cH:9]1.